This data is from the Open Reaction Database (ORD), a public repository of structured organic reaction records. The task is: describe an organic reaction: reactants, conditions, products, and yield Reactants: CC(=O)O, ClC(Cl)=COc1cccc(CBr)c1, O. Product: O=Cc1cccc(OC=C(Cl)Cl)c1. RXN SMILES: [CH3:14][C:15]([OH:16])=[O:17].[Cl:1][C:2](=[CH:3][O:4][c:5]1[cH:6][c:7]([CH2:8][Br:9])[cH:10][cH:11][cH:12]1)[Cl:13].[OH2:18]>>[Cl:1][C:2](=[CH:3][O:4][c:5]1[cH:6][c:7]([CH:8]=[O:16])[cH:10][cH:11][cH:12]1)[Cl:13]. Reactants: Cl (Hydrochloric acid), OCCN(CCCNC(=O)OCC1=C(C=CC=C1)N(C=O)CCCCCCCCCCCCCCCCCC)CCO ([2-[[N-[3-[bis(2-hydroxyethyl)amino]propyl]carbamoyloxy]methyl]phenyl]-N-octadecyl formamide). The solvent is C(C)(=O)OCC (ethyl acetate), C(Cl)(Cl)Cl (chloroform), C(C)(=O)OCC (ethyl acetate). Run at time 10 minute. Product: Cl.OCCN(CCCNC(=O)OCC1=C(C=CC=C1)N(C=O)CCCCCCCCCCCCCCCCCC)CCO ([2-[[N-[3-[Bis(2-hydroxyethyl)amino]propyl]carbamoyloxy]methyl]phenyl]-N-octadecylformamide hydrochloride). Reaction SMILES: [ClH:1].[OH:2][CH2:3][CH2:4][N:5]([CH2:41][CH2:42][OH:43])[CH2:6][CH2:7][CH2:8][NH:9][C:10]([O:12][CH2:13][C:14]1[CH:19]=[CH:18][CH:17]=[CH:16][C:15]=1[N:20]([CH2:23][CH2:24][CH2:25][CH2:26][CH2:27][CH2:28][CH2:29][CH2:30][CH2:31][CH2:32][CH2:33][CH2:34][CH2:35][CH2:36][CH2:37][CH2:38][CH2:39][CH3:40])[CH:21]=[O:22])=[O:11]>C(OCC)(=O)C.C(Cl)(Cl)Cl>[ClH:1].[OH:2][CH2:3][CH2:4][N:5]([CH2:41][CH2:42][OH:43])[CH2:6][CH2:7][CH2:8][NH:9][C:10]([O:12][CH2:13][C:14]1[CH:19]=[CH:18][CH:17]=[CH:16][C:15]=1[N:20]([CH2:23][CH2:24][CH2:25][CH2:26][CH2:27][CH2:28][CH2:29][CH2:30][CH2:31][CH2:32][CH2:33][CH2:34][CH2:35][CH2:36][CH2:37][CH2:38][CH2:39][CH3:40])[CH:21]=[O:22])=[O:11] |f:4.5|. Reported procedure: 4N Hydrochloric acid--ethyl acetate solution (0.20 ml) was added to a solution of [2-[[N-[3-[bis(2-hydroxyethyl)amino]propyl]carbamoyloxy]methyl]phenyl]-N-octadecyl formamide (0.47 g) in a mixture of ethyl acetate (5 ml) and chloroform (2 ml) at room temperature. After being stirred for 10 minutes, the reaction mixture was concentrated. The residue was recrystallized from ethyl acetate-ethanol-chloroform mixed solvent, thereby yielding 0.44 g of the aimed compound as white crystals. The reactants are C=C1C=Cc2cc(C(=O)OC)ccc2OC1, CCO, Cl, [K+], [OH-]. Yields the product C=C1C=Cc2cc(C(=O)O)ccc2OC1. As a reaction SMILES: [CH2:3]=[C:4]1[CH2:5][O:6][c:7]2[c:8]([cH:11][c:12]([C:15](=[O:16])[O:17][CH3:18])[cH:13][cH:14]2)[CH:9]=[CH:10]1.[CH3:20][CH2:21][OH:22].[ClH:19].[K+:2].[OH-:1]>>[CH2:3]=[C:4]1[CH2:5][O:6][c:7]2[c:8]([cH:11][c:12]([C:15](=[O:16])[OH:17])[cH:13][cH:14]2)[CH:9]=[CH:10]1. Reactants: C=CCC1(c2ccc(C#N)cc2-c2ccccc2)CCCc2cncn21, CCO. As a reaction SMILES: [CH2:1]([CH:2]=[CH2:3])[C:4]1([c:13]2[cH:14][cH:15][c:16]([C:25]#[N:26])[cH:17][c:18]2-[c:19]2[cH:20][cH:21][cH:22][cH:23][cH:24]2)[CH2:5][CH2:6][CH2:7][c:8]2[n:9]1[cH:10][n:11][cH:12]2.[CH3:27][CH2:28][OH:29]>>[CH2:1]([CH2:2][CH3:3])[C:4]1([c:13]2[cH:14][cH:15][c:16]([C:25]#[N:26])[cH:17][c:18]2-[c:19]2[cH:20][cH:21][cH:22][cH:23][cH:24]2)[CH2:5][CH2:6][CH2:7][c:8]2[n:9]1[cH:10][n:11][cH:12]2. Yields the product CCCC1(c2ccc(C#N)cc2-c2ccccc2)CCCc2cncn21. Yields the product ClC=1C=CC2=C(C(=NCC(=N2)NN=C(CCC)C(=O)OC)C2=C(C=CC=C2)Cl)C1 (7-chloro-2-[[1-(methoxycarbonyl)-butylidene]hydrazino]-5-(o-chlorophenyl)-3H-1,4-benzodiazepine). Reactants: ClC=1C=CC2=C(C(=NCC(=N2)NN=C(CCC)C(=O)O)C2=C(C=CC=C2)Cl)C1 (7-chloro-2-[(1-carboxybutylidene)hydrazino]-5-(o-chlorophenyl)-3H-1,4-benzodiazepine), [N+](=[N-])=C (diazomethane). Procedure: In the manner given in Example 10, a solution of 7-chloro-2-[(1-carboxybutylidene)hydrazino]-5-(o-chlorophenyl)-3H-1,4-benzodiazepine can be treated with ethereal diazomethane to give 7-chloro-2-[[1-(methoxycarbonyl)-butylidene]hydrazino]-5-(o-chlorophenyl)-3H-1,4-benzodiazepine. RXN SMILES: [Cl:1][C:2]1[CH:3]=[CH:4][C:5]2[N:11]=[C:10]([NH:12][N:13]=[C:14]([C:18]([OH:20])=[O:19])[CH2:15][CH2:16][CH3:17])[CH2:9][N:8]=[C:7]([C:21]3[CH:26]=[CH:25][CH:24]=[CH:23][C:22]=3[Cl:27])[C:6]=2[CH:28]=1.[N+](=[CH2:31])=[N-]>>[Cl:1][C:2]1[CH:3]=[CH:4][C:5]2[N:11]=[C:10]([NH:12][N:13]=[C:14]([C:18]([O:20][CH3:31])=[O:19])[CH2:15][CH2:16][CH3:17])[CH2:9][N:8]=[C:7]([C:21]3[CH:26]=[CH:25][CH:24]=[CH:23][C:22]=3[Cl:27])[C:6]=2[CH:28]=1. Starting materials: S(O)(O)(=O)=O (sulphuric acid), OC1=C(C(=O)O)C=CC=C1O (2,3-dihydroxybenzoic acid), ClCCl (dichloromethane). Run in CCOCC (ether). The product is C(=O)(O)C=1C=C(C=C(C1O)O)S(=O)(=O)O (3-carboxy-4,5-dihydroxybenzenesulphonic acid). RXN SMILES: [S:1](=[O:5])(=O)([OH:3])[OH:2].[OH:6][C:7]1[C:15]([OH:16])=[CH:14][CH:13]=[CH:12][C:8]=1[C:9]([OH:11])=[O:10].ClCCl>CCOCC>[C:9]([C:8]1[CH:12]=[C:13]([S:1]([OH:3])(=[O:5])=[O:2])[CH:14]=[C:15]([OH:16])[C:7]=1[OH:6])([OH:11])=[O:10]. Procedure: Concentrated sulphuric acid (1 ml) and 2,3-dihydroxybenzoic acid (0.5 g) were heated at 60° C. for 1 hour. The mixture was cooled, taken up in ether (20 ml), poured into dichloromethane (200 ml) and cooled to give as crystals, 3-carboxy-4,5-dihydroxybenzenesulphonic acid (0.31 g); δ(DMSO-d6); 7.34(d,1H); 7.61(d,1H). To a suspension of this acid (1 g) in acetonitrile (10 ml) was added triethylamine (2.4 ml), followed by isobutyryl chloride (1.5 ml). The solution was stirred at room temperature fo... RXN SMILES: [OH:1][C:2]1[CH:3]=[C:4]2[C:9](=[CH:10][CH:11]=1)[CH2:8][N:7]([C:12](=[O:20])[CH2:13][CH2:14][C:15]1[S:16][CH:17]=[CH:18][CH:19]=1)[CH2:6][CH2:5]2.[CH3:21][C:22]([CH3:27])([CH3:26])[C:23](Cl)=[O:24]>FC(F)(F)C(O)=O>[CH3:21][C:22]([CH3:27])([CH3:26])[C:23]([O:1][C:2]1[CH:3]=[C:4]2[C:9](=[CH:10][CH:11]=1)[CH2:8][N:7]([C:12](=[O:20])[CH2:13][CH2:14][C:15]1[S:16][CH:17]=[CH:18][CH:19]=1)[CH2:6][CH2:5]2)=[O:24]. Reported procedure: To a solution of the product of Example 14 (2.83 g) in trifluoroacetic acid (30 mL) at 0° C. was added dropwise trimethylacetyl chloride (1.4 mL) and the reaction allowed to warm to room temperature. After 4 hours, the reaction was quenched with water and concentrated, the residue was dissolved in CH2Cl2, washed with brine, dried (MgSO4), filtered and concentrated. Chromatography of the residue on silica gel (elution with 50% ethyl acetate/hexanes) provided 3.8 g of desired product. Solvent: FC(C(=O)O)(F)F (trifluoroacetic acid). Conditions: time 4 hour. The product is CC(C(=O)OC=1C=C2CCN(CC2=CC1)C(CCC=1SC=CC1)=O)(C)C (1,2,3,4,-Tetrahydro-6-trimethylacetoxy-N-3-(2-thienyl)propionylisoquinoline). Reactants: OC=1C=C2CCN(CC2=CC1)C(CCC=1SC=CC1)=O (1,2,3,4,-Tetrahydro-6-hydroxy-N-3-(2-thienyl)propionylisoquinoline), CC(C(=O)Cl)(C)C (trimethylacetyl chloride). Reactants: C(=O)(C(F)(F)F)O (TFA), [N+](=O)([O-])C=1C=NC=CC1C=1CCN(CC1)C(=O)OC(C)(C)C (tert-butyl 4-(3-nitro-4-pyridyl)-3,6-dihydro-2H-pyridine-1-carboxylate). Solvent: C(Cl)Cl (DCM). Conditions: time 15 hour. Yields the product [N+](=O)([O-])C=1C=NC=CC1C=1CCNCC1 (3′-nitro-1,2,3,6-tetrahydro-4,4′-bipyridine). Yield: 88.1%. As a reaction SMILES: C(O)(C(F)(F)F)=O.[N+:8]([C:11]1[CH:12]=[N:13][CH:14]=[CH:15][C:16]=1[C:17]1[CH2:18][CH2:19][N:20](C(OC(C)(C)C)=O)[CH2:21][CH:22]=1)([O-:10])=[O:9]>C(Cl)Cl>[N+:8]([C:11]1[CH:12]=[N:13][CH:14]=[CH:15][C:16]=1[C:17]1[CH2:18][CH2:19][NH:20][CH2:21][CH:22]=1)([O-:10])=[O:9]. Procedure: TFA (2 mL, 25.96 mmol) was added to a stirred solution of tert-butyl 4-(3-nitro-4-pyridyl)-3,6-dihydro-2H-pyridine-1-carboxylate (883 mg, 2.892 mmol) in DCM (10 mL) and the reaction stirred at ambient temperature for 15 hours. The solvent was removed in vacuo and the residue azeotroped with DCM (×2) and ether (×2). The residue was passed through a 25 g SCX-2 cartridge and washed with MeOH/DCM mixtures. The product was eluted by washing the cartridge with 2M NH3 in MeOH/DCM mixtures and concentra...